Dataset: the Open Reaction Database (ORD), a public repository of structured organic reaction records. Task: describe an organic reaction: reactants, conditions, products, and yield Reactants: CCOc1ccc(CC(=O)Cl)cc1, ClCCl, C=CCNc1ncc(C(=O)N(CC)CC)cc1N. Yields the product C=CCNc1ncc(C(=O)N(CC)CC)cc1NC(=O)Cc1ccc(OCC)cc1. RXN SMILES: [CH2:19]([CH3:20])[O:21][c:22]1[cH:23][cH:24][c:25]([CH2:28][C:29](=[O:30])[Cl:31])[cH:26][cH:27]1.[Cl:32][CH2:33][Cl:34].[NH2:1][c:2]1[cH:3][c:4]([C:12](=[O:13])[N:14]([CH2:15][CH3:16])[CH2:17][CH3:18])[cH:5][n:6][c:7]1[NH:8][CH2:9][CH:10]=[CH2:11]>>[NH:1]([c:2]1[cH:3][c:4]([C:12](=[O:13])[N:14]([CH2:15][CH3:16])[CH2:17][CH3:18])[cH:5][n:6][c:7]1[NH:8][CH2:9][CH:10]=[CH2:11])[C:29]([CH2:28][c:25]1[cH:24][cH:23][c:22]([O:21][CH2:19][CH3:20])[cH:27][cH:26]1)=[O:30]. Reactants: [BH4-], CCCc1c(C=O)oc2ccccc12, CN, CO, [Na+]. The product is CCCc1c(CNC)oc2ccccc12. Reaction SMILES: [BH4-:17].[CH2:1]([CH2:2][CH3:3])[c:4]1[c:5]([CH:13]=[O:14])[o:6][c:7]2[c:8]1[cH:9][cH:10][cH:11][cH:12]2.[CH3:15][NH2:16].[CH3:19][OH:20].[Na+:18]>>[CH2:1]([CH2:2][CH3:3])[c:4]1[c:5]([CH2:13][NH:16][CH3:15])[o:6][c:7]2[c:8]1[cH:9][cH:10][cH:11][cH:12]2.